This data is from the Open Reaction Database (ORD), a public repository of structured organic reaction records. The task is: describe an organic reaction: reactants, conditions, products, and yield The reactants are [BH4-], CCO, O=Cc1csc2c(F)cccc12, NS(N)(=O)=O, [Na+], O. The product is NS(=O)(=O)NCc1csc2c(F)cccc12. Reaction SMILES: [BH4-:18].[CH3:21][CH2:22][OH:23].[F:1][c:2]1[cH:3][cH:4][cH:5][c:6]2[c:7]([CH:11]=[O:12])[cH:8][s:9][c:10]12.[NH2:13][S:14]([NH2:15])(=[O:16])=[O:17].[Na+:19].[OH2:20]>>[F:1][c:2]1[cH:3][cH:4][cH:5][c:6]2[c:7]([CH2:11][NH:13][S:14]([NH2:15])(=[O:16])=[O:17])[cH:8][s:9][c:10]12.